Task: describe an organic reaction: reactants, conditions, products, and yield. Dataset: the Open Reaction Database (ORD), a public repository of structured organic reaction records Reactants: FC=1C=C2C(=C(NC2=CC1)C)C(=O)O (5-fluoro-2-methylindole-3-carboxylic acid), NC1CCN(CC1)CC1=CC=CC=C1 (4-amino-1-benzylpiperidine), C1(CCCCC1)N=C=NC1CCCCC1 (dicyclohexylcarbodiimide). Solvent: O1CCCC1 (tetrahydrofuran). Yields the product C(C1=CC=CC=C1)N1CCC(CC1)NC(=O)C1=C(NC2=CC=C(C=C12)F)C (N-(1-benzyl-4-piperidyl)-5-fluoro-2-methylindole-3-carboxamide). The yield is 74.3%. As a reaction SMILES: [F:1][C:2]1[CH:3]=[C:4]2[C:8](=[CH:9][CH:10]=1)[NH:7][C:6]([CH3:11])=[C:5]2[C:12]([OH:14])=O.[NH2:15][CH:16]1[CH2:21][CH2:20][N:19]([CH2:22][C:23]2[CH:28]=[CH:27][CH:26]=[CH:25][CH:24]=2)[CH2:18][CH2:17]1.C1(N=C=NC2CCCCC2)CCCCC1>O1CCCC1>[CH2:22]([N:19]1[CH2:20][CH2:21][CH:16]([NH:15][C:12]([C:5]2[C:4]3[C:8](=[CH:9][CH:10]=[C:2]([F:1])[CH:3]=3)[NH:7][C:6]=2[CH3:11])=[O:14])[CH2:17][CH2:18]1)[C:23]1[CH:24]=[CH:25][CH:26]=[CH:27][CH:28]=1. Procedure details: To a solution of 16 g of 5-fluoro-2-methylindole-3-carboxylic acid in 260 ml of tetrahydrofuran were added 16 g of 4-amino-1-benzylpiperidine and 19 g of dicyclohexylcarbodiimide, and the whole mixture was refluxed under heating for 3 hours. After cooling, the precipitated dicyclohexylurea was filtered off and the extract was concentrated. A mixture of the residue in 70 ml of tetrahydrofuran was stirred at room temperature and the insoluble dicyclohexylurea was filtered off. The filtrate was con...